Dataset: the Open Reaction Database (ORD), a public repository of structured organic reaction records. Task: describe an organic reaction: reactants, conditions, products, and yield Reactants: OC1=CC=C(C(=O)OCC2=CC=CC=C2)C=C1 (benzyl p-hydroxybenzoate), C(CCCCCCCCC)OC1=CC=C(C(=O)Cl)C=C1 (p-decyloxybenzoic acid chloride), Cl (hydrochloric acid). Solvent: N1=CC=CC=C1 (pyridine), N1=CC=CC=C1 (pyridine). Conditions: time 8 hour. Yields the product C(CCCCCCCCC)OC1=CC=C(C(=O)OC2=CC=C(C(=O)OCC3=CC=CC=C3)C=C2)C=C1 (benzyl 4-(4'-decyloxybenzoyloxy)benzoate). Yield: 81.2%. As a reaction SMILES: [OH:1][C:2]1[CH:17]=[CH:16][C:5]([C:6]([O:8][CH2:9][C:10]2[CH:15]=[CH:14][CH:13]=[CH:12][CH:11]=2)=[O:7])=[CH:4][CH:3]=1.[CH2:18]([O:28][C:29]1[CH:37]=[CH:36][C:32]([C:33](Cl)=[O:34])=[CH:31][CH:30]=1)[CH2:19][CH2:20][CH2:21][CH2:22][CH2:23][CH2:24][CH2:25][CH2:26][CH3:27].Cl>N1C=CC=CC=1>[CH2:18]([O:28][C:29]1[CH:30]=[CH:31][C:32]([C:33]([O:1][C:2]2[CH:17]=[CH:16][C:5]([C:6]([O:8][CH2:9][C:10]3[CH:15]=[CH:14][CH:13]=[CH:12][CH:11]=3)=[O:7])=[CH:4][CH:3]=2)=[O:34])=[CH:36][CH:37]=1)[CH2:19][CH2:20][CH2:21][CH2:22][CH2:23][CH2:24][CH2:25][CH2:26][CH3:27]. Procedure: In 10 ml of pyridine was dissolved 2.3 g of benzyl p-hydroxybenzoate, a solution of 3 g of p-decyloxybenzoic acid chloride in 15 ml of pyridine was added to the above solution, and a reaction was carried out at room temperature overnight. The reaction liquid was put in ice-cooled dilute hydrochloric acid and the formed precipitate was recovered by filtration, dried and purified by the silica gel chromatography to obtain 4 g of benzyl 4-(4'-decyloxybenzoyloxy)benzoate. This ester was dissolved in... Product: CC(C)(C)OC(=O)N1CCC(CCOc2ccc(C(=O)O)cn2)CC1. Reaction SMILES: [C:1](=[O:2])([O:3][C:4]([CH3:5])([CH3:6])[CH3:7])[N:8]1[CH2:9][CH2:10][CH:11]([CH2:14][CH2:15][O:16][c:17]2[n:18][cH:19][c:20]([C:21](=[O:22])[O:23][CH3:24])[cH:25][cH:26]2)[CH2:12][CH2:13]1.[CH2:29]1[O:30][CH2:31][CH2:32][CH2:33]1.[Li+:28].[OH-:27]>>[C:1](=[O:2])([O:3][C:4]([CH3:5])([CH3:6])[CH3:7])[N:8]1[CH2:9][CH2:10][CH:11]([CH2:14][CH2:15][O:16][c:17]2[n:18][cH:19][c:20]([C:21](=[O:22])[OH:23])[cH:25][cH:26]2)[CH2:12][CH2:13]1. Reactants: COC(=O)c1ccc(OCCC2CCN(C(=O)OC(C)(C)C)CC2)nc1, C1CCOC1, [Li+], [OH-]. The reactants are 14.2, C(C)(CC)N1CC(C1)O (sec.-butyl-3-azetidinol), C1(=CC=CC2=CC=CC=C12)O (α-naphthol), [OH-].[Na+] (sodium hydroxide). Run at temperature 160 celsius. The product is 15.5, C1(=CC=CC2=CC=CC=C12)OCC(CNC(C)CC)O (1-(α-naphthoxy)-3-(sec.-butylamino)-2-propanol). Isolated yield 57.0%. Reaction SMILES: [CH:1]([N:5]1[CH2:8][CH:7]([OH:9])[CH2:6]1)([CH2:3][CH3:4])[CH3:2].[C:10]1([OH:20])[C:19]2[C:14](=[CH:15][CH:16]=[CH:17][CH:18]=2)[CH:13]=[CH:12][CH:11]=1.[OH-].[Na+]>>[C:10]1([O:20][CH2:6][CH:7]([OH:9])[CH2:8][NH:5][CH:1]([CH2:3][CH3:4])[CH3:2])[C:19]2[C:14](=[CH:15][CH:16]=[CH:17][CH:18]=2)[CH:13]=[CH:12][CH:11]=1 |f:2.3|. Reported procedure: To a mixture of 14.2 parts of 1-(sec.-butyl-3-azetidinol and 14.4 parts of α-naphthol 0.2 part of sodium hydroxide was added and the mixture was heated under nitrogen gas at 160° C. for 22 hours. The reaction mixture was cooled and then extracted with ether. The extract was washed with 2N-NaOH aqueous solution and then with water. The liquid was dried over anhydrous sodium sulfate and the solvent was distilled off. Recrystallization of the residue gave 15.5 parts of 1-(α-naphthoxy)-3-(sec.-butyl... The reactants are BrC=1C=CC(=C(C1)C(O)C1=CC=C(C=C1)Cl)F ((5-bromo-2-fluorophenyl)-(4-chlorophenyl)-methanol), C(C)[SiH](CC)CC (triethylsilane), B(F)(F)F.CCOCC (boron trifluoride diethyl etherate). Run in ClCCl (dichloromethane), C(C)#N (acetonitrile). Run at time 18 hour. Yields the product ClC1=CC=C(CC2=C(C=CC(=C2)Br)F)C=C1 (2-(4-chlorobenzyl)-4-bromo-1-fluorobenzene). The yield is 34.8%. As a reaction SMILES: [Br:1][C:2]1[CH:3]=[CH:4][C:5]([F:17])=[C:6]([CH:8]([C:10]2[CH:15]=[CH:14][C:13]([Cl:16])=[CH:12][CH:11]=2)O)[CH:7]=1.C([SiH](CC)CC)C.B(F)(F)F.CCOCC>ClCCl.C(#N)C>[Cl:16][C:13]1[CH:12]=[CH:11][C:10]([CH2:8][C:6]2[CH:7]=[C:2]([Br:1])[CH:3]=[CH:4][C:5]=2[F:17])=[CH:15][CH:14]=1 |f:2.3|. Procedure: To a solution of the above (5-bromo-2-fluorophenyl)-(4-chlorophenyl)-methanol (15.0 g, 48 mmol) and triethylsilane (18.5 mL, 116 mmol) in dichloromethane (40 mL) and acetonitrile (20 mL) at 0° C. under nitrogen, was slowly added boron trifluoride diethyl etherate (22.7 mL, 181 mmol). The resulting solution was stirred for 18 hours, while slowly warming to room temperature. The reaction was cooled in an ice-water bath, quenched by slow addition of 7 M aqueous potassium hydroxide solution (30 mL) ... The reactants are O=C([O-])O, CC(=O)Cl, CC(C)(C#N)c1cccc(C(=O)Nc2cccc(Nc3ncc4nc(N)sc4n3)c2)c1, [Na+], c1ccncc1. Product: CC(=O)Nc1nc2cnc(Nc3cccc(NC(=O)c4cccc(C(C)(C)C#N)c4)c3)nc2s1. RXN SMILES: [C:36](=[O:37])([O-:38])[OH:39].[CH3:32][C:33]([Cl:34])=[O:35].[NH2:1][c:2]1[s:3][c:4]2[n:5][c:6]([NH:11][c:12]3[cH:13][c:14]([NH:18][C:19]([c:20]4[cH:21][c:22]([C:26]([CH3:27])([CH3:28])[C:29]#[N:30])[cH:23][cH:24][cH:25]4)=[O:31])[cH:15][cH:16][cH:17]3)[n:7][cH:8][c:9]2[n:10]1.[Na+:40].[cH:41]1[cH:42][cH:43][n:44][cH:45][cH:46]1>>[NH:1]([c:2]1[s:3][c:4]2[n:5][c:6]([NH:11][c:12]3[cH:13][c:14]([NH:18][C:19]([c:20]4[cH:21][c:22]([C:26]([CH3:27])([CH3:28])[C:29]#[N:30])[cH:23][cH:24][cH:25]4)=[O:31])[cH:15][cH:16][cH:17]3)[n:7][cH:8][c:9]2[n:10]1)[C:33]([CH3:32])=[O:35].